This data is from the Open Reaction Database (ORD), a public repository of structured organic reaction records. The task is: describe an organic reaction: reactants, conditions, products, and yield The reactants are CCCCC1=C(OC)c2cc3c(cc2C1)OCO3, ClC(Cl)Cl, BrP(Br)Br. Yields the product CCCCC1=C(Br)c2cc3c(cc2C1)OCO3. Reaction SMILES: [CH2:1]([CH2:2][CH2:3][CH3:4])[C:5]1=[C:13]([O:14][CH3:15])[c:12]2[c:7]([cH:8][c:9]3[c:10]([cH:11]2)[O:16][CH2:17][O:18]3)[CH2:6]1.[CH:23]([Cl:24])([Cl:25])[Cl:26].[P:19]([Br:20])([Br:21])[Br:22]>>[CH2:1]([CH2:2][CH2:3][CH3:4])[C:5]1=[C:13]([Br:20])[c:12]2[c:7]([cH:8][c:9]3[c:10]([cH:11]2)[O:16][CH2:17][O:18]3)[CH2:6]1. The reactants are ClCCl, [Mg+2], Nc1cccc2c1COC2=O, O=S(=O)([O-])[O-], O=Cc1ccccn1. Yields the product O=C1OCc2c(N=Cc3ccccn3)cccc21. Reaction SMILES: [Cl:26][CH2:27][Cl:28].[Mg+2:20].[NH2:1][c:2]1[c:3]2[c:7]([cH:8][cH:9][cH:10]1)[C:6](=[O:11])[O:5][CH2:4]2.[O-:21][S:22]([O-:23])(=[O:24])=[O:25].[c:12]1([CH:18]=[O:19])[cH:13][cH:14][cH:15][cH:16][n:17]1>>[N:1]([c:2]1[c:3]2[c:7]([cH:8][cH:9][cH:10]1)[C:6](=[O:11])[O:5][CH2:4]2)=[CH:18][c:12]1[cH:13][cH:14][cH:15][cH:16][n:17]1.